Dataset: the Open Reaction Database (ORD), a public repository of structured organic reaction records. Task: describe an organic reaction: reactants, conditions, products, and yield The reactants are [BH4-].[Na+] (sodium borohydride), NC1=C2C(=CN=C(C2=CC=C1)Cl)C=C (5-amino-1-chloro-4-vinylisoquinoline), C(C1=CC=CC=C1)N(C(OC(C)(C)C)=O)C1CCC(CC1)=O (tert-Butyl N-benzyl-(4-oxo-cyclohexyl)carbamate), C(O)([O-])=O.[Na+] (sodium hydrogencarbonate). The reagents and catalysts are CC([O-])C.CC([O-])C.CC([O-])C.CC([O-])C.[Ti+4] (titanium tetraisopropoxide). The solvent is CO (methanol), ClCCl (dichloromethane), C(C)(=O)OCC (ethyl acetate). Reaction conditions: time 22 hour. The product is C(C1=CC=CC=C1)N(C(OC(C)(C)C)=O)[C@@H]1CC[C@H](CC1)NC1=C2C(=CN=C(C2=CC=C1)Cl)C=C (tert-Butyl trans-N-benzyl-[4-(1-chloro-4-vinylisoquinolin-5-yl)aminocyclohexyl]carbamate). The yield is 61.7%. Reaction SMILES: [NH2:1][C:2]1[CH:11]=[CH:10][CH:9]=[C:8]2[C:3]=1[C:4]([CH:13]=[CH2:14])=[CH:5][N:6]=[C:7]2[Cl:12].[CH2:15]([N:22]([CH:30]1[CH2:35][CH2:34][C:33](=O)[CH2:32][CH2:31]1)[C:23](=[O:29])[O:24][C:25]([CH3:28])([CH3:27])[CH3:26])[C:16]1[CH:21]=[CH:20][CH:19]=[CH:18][CH:17]=1.[BH4-].[Na+].C(=O)([O-])O.[Na+]>ClCCl.CC(C)[O-].CC(C)[O-].CC(C)[O-].CC(C)[O-].[Ti+4].C(OCC)(=O)C.CO>[CH2:15]([N:22]([C@H:30]1[CH2:31][CH2:32][C@H:33]([NH:1][C:2]2[CH:11]=[CH:10][CH:9]=[C:8]3[C:3]=2[C:4]([CH:13]=[CH2:14])=[CH:5][N:6]=[C:7]3[Cl:12])[CH2:34][CH2:35]1)[C:23](=[O:29])[O:24][C:25]([CH3:28])([CH3:27])[CH3:26])[C:16]1[CH:21]=[CH:20][CH:19]=[CH:18][CH:17]=1 |f:2.3,4.5,7.8.9.10.11|. Reported procedure: A solution of 5-amino-1-chloro-4-vinylisoquinoline (0.6 g) and Intermediate 9 (1.8 g) in dichloromethane (13 ml) was added with titanium tetraisopropoxide (1.7 ml) at room temperature, and stirred at room temperature for 22 hours. The reaction mixture was added with methanol (13 ml), and sodium borohydride (444 mg), and stirred at room temperature for two hours. The reaction mixture was added with saturated aqueous sodium hydrogencarbonate (60 ml), and ethyl acetate (60 ml), and the precipitates... Reactants: ClC=1C=C(C=C(C1O)OC)C=1C=C2C(=C(C=NC2=CC1)C(C(C)C)=O)N[C@@H]1CC[C@H](CC1)NC(OC(C)(C)C)=O (tert-butyl (trans-4-((6-(3-chloro-4-hydroxy-5-methoxyphenyl)-3-isobutyrylquinolin-4-yl)amino)cyclohexyl)carbamate), C(=O)(C(F)(F)F)O (TFA). The product is N[C@@H]1CC[C@H](CC1)NC1=C(C=NC2=CC=C(C=C12)C1=CC(=C(C(=C1)OC)O)Cl)C(C(C)C)=O (1-(4-((trans-4-aminocyclohexyl)amino)-6-(3-chloro-4-hydroxy-5-methoxyphenyl)quinolin-3-yl)-2-methylpropan-1-one). Isolated yield 35.5%. RXN SMILES: [Cl:1][C:2]1[CH:3]=[C:4]([C:11]2[CH:12]=[C:13]3[C:18](=[CH:19][CH:20]=2)[N:17]=[CH:16][C:15]([C:21](=[O:25])[CH:22]([CH3:24])[CH3:23])=[C:14]3[NH:26][C@H:27]2[CH2:32][CH2:31][C@H:30]([NH:33]C(=O)OC(C)(C)C)[CH2:29][CH2:28]2)[CH:5]=[C:6]([O:9][CH3:10])[C:7]=1[OH:8].C(O)(C(F)(F)F)=O>>[NH2:33][C@H:30]1[CH2:31][CH2:32][C@H:27]([NH:26][C:14]2[C:13]3[C:18](=[CH:19][CH:20]=[C:11]([C:4]4[CH:5]=[C:6]([O:9][CH3:10])[C:7]([OH:8])=[C:2]([Cl:1])[CH:3]=4)[CH:12]=3)[N:17]=[CH:16][C:15]=2[C:21](=[O:25])[CH:22]([CH3:23])[CH3:24])[CH2:28][CH2:29]1. Procedure: Following general procedure A-2, tert-butyl (trans-4-((6-(3-chloro-4-hydroxy-5-methoxyphenyl)-3-isobutyrylquinolin-4-yl)amino)cyclohexyl)carbamate (0.10 mmol) was reacted with TFA (2 mL) to afford the desired product (16.6 mg, 35% over 2 steps) as a yellow solid. 1H NMR (500 MHz, MeOD) δ 8.96 (s, 1H), 8.34 (d, J=2.1 Hz, 2H), 8.03 (dd, J=8.6, 2.1 Hz, 1H), 7.90 (d, J=8.6 Hz, 1H), 7.28 (d, J=2.2 Hz, 1H), 7.20 (d, J=2.2 Hz, 1H), 4.22-4.13 (m, 1H), 3.98 (s, 3H), 3.81-3.71 (m, 2H), 3.03-2.94 (m, 1H), ... Reactants: CN1N=CC=C1C(=O)O (1-methyl-1H-pyrazole-5-carboxylic acid), NC=1C=C(OC=2C=CC=3N(C2)N=C(N3)NC(=O)C3CC3)C=CC1F (N-[6-(3-amino-4-fluorophenoxy)[1,2,4]triazolo[1,5-a]pyridin-2-yl]cyclopropanecarboxamide), O1CCCC1 (tetrahydrofuran), S(=O)(Cl)Cl (thionyl chloride). Reagents/catalysts: CN(C=O)C (N,N-dimethylformamide). Solvent: CN(C(C)=O)C (N,N-dimethylacetamide). Yields the product C1(CC1)C(=O)NC1=NN2C(C=CC(=C2)OC=2C=CC(=C(C2)NC(=O)C2=CC=NN2C)F)=N1 (N-[5-({2-[(cyclopropylcarbonyl)amino][1,2,4]triazolo[1,5-a]pyridin-6-yl}oxy)-2-fluorophenyl]-1-methyl-1H-pyrazole-5-carboxamide). Yield: 67.0%. RXN SMILES: [CH3:1][N:2]1[C:6]([C:7]([OH:9])=O)=[CH:5][CH:4]=[N:3]1.O1CCCC1.S(Cl)(Cl)=O.[NH2:19][C:20]1[CH:21]=[C:22]([CH:39]=[CH:40][C:41]=1[F:42])[O:23][C:24]1[CH:25]=[CH:26][C:27]2[N:28]([N:30]=[C:31]([NH:33][C:34]([CH:36]3[CH2:38][CH2:37]3)=[O:35])[N:32]=2)[CH:29]=1>CN(C)C=O.CN(C)C(=O)C>[CH:36]1([C:34]([NH:33][C:31]2[N:32]=[C:27]3[CH:26]=[CH:25][C:24]([O:23][C:22]4[CH:39]=[CH:40][C:41]([F:42])=[C:20]([NH:19][C:7]([C:6]5[N:2]([CH3:1])[N:3]=[CH:4][CH:5]=5)=[O:9])[CH:21]=4)=[CH:29][N:28]3[N:30]=2)=[O:35])[CH2:37][CH2:38]1. Procedure details: In the same manner as in Example 55 and using 1-methyl-1H-pyrazole-5-carboxylic acid (50.9 mg, 0.404 mmol), tetrahydrofuran (5 mL), thionyl chloride (70.0 μL, 0.807 mmol), N,N-dimethylformamide (2 drops), N-[6-(3-amino-4-fluorophenoxy)[1,2,4]triazolo[1,5-a]pyridin-2-yl]cyclopropanecarboxamide (120 mg, 0.367 mmol) and N,N-dimethylacetamide (5 mL) as starting materials, the title compound (107 mg, 67%) was obtained as a white solid. Starting materials: C1(C=CCCC1)OC1=CC=C(C(=O)N2CCC(CC2)N2C(=O)CCC3=CC=CC=C23)C=C1 (1-{1-[4-(2-Cyclohexenyloxy)benzoyl]-4-piperidinyl}-3,4-dihydrocarbostyril). The reagents and catalysts are [C].[Pd] (palladium-carbon). Solvent: C(C)O (ethanol). Yields the product C1(CCCCC1)OC1=CC=C(C(=O)N2CCC(CC2)N2C(=O)CCC3=CC=CC=C23)C=C1 (1-[1-(4-cyclohexyloxybenzoyl)-4-piperidinyl]-3,4-dihydrocarbostyril). The yield is 86.6%. RXN SMILES: [CH:1]1([O:7][C:8]2[CH:32]=[CH:31][C:11]([C:12]([N:14]3[CH2:19][CH2:18][CH:17]([N:20]4[C:30]5[C:25](=[CH:26][CH:27]=[CH:28][CH:29]=5)[CH2:24][CH2:23][C:21]4=[O:22])[CH2:16][CH2:15]3)=[O:13])=[CH:10][CH:9]=2)[CH2:6][CH2:5][CH2:4][CH:3]=[CH:2]1>C(O)C.[C].[Pd]>[CH:1]1([O:7][C:8]2[CH:32]=[CH:31][C:11]([C:12]([N:14]3[CH2:19][CH2:18][CH:17]([N:20]4[C:30]5[C:25](=[CH:26][CH:27]=[CH:28][CH:29]=5)[CH2:24][CH2:23][C:21]4=[O:22])[CH2:16][CH2:15]3)=[O:13])=[CH:10][CH:9]=2)[CH2:6][CH2:5][CH2:4][CH2:3][CH2:2]1 |f:2.3|. Procedure: 1-{1-[4-(2-Cyclohexenyloxy)benzoyl]-4-piperidinyl}-3,4-dihydrocarbostyril (200 mg) is dissolved in ethanol (5 ml) and thereto is added 10% palladium-carbon (50 mg). The mixture is stirred at room temperature under atmospheric pressure under hydrogen atmosphere. After the completion of the reaction, the catalyst is removed by filtration. The resulting filtrate is concentrated and purified by silica gel column chromatography (solvent: n-hexane:ethyl acetate=1:1) to give 1-[1-(4-cyclohexyloxybenzoy... Reactants: Cl (hydrochloric acid), FC(C1=NC(=NC=C1)NC=1C=C(C=C(C1)C)C=1C=NC(=NC1)C(C)C1C[C@@H]([C@@H](CC1)C(=O)OCC)C)F (ethyl rel-(1R,2S)-4-{1-[5-(3-{[4-(difluoromethyl)pyrimidin-2-yl]amino}-5-methylphenyl)pyrimidin-2-yl]ethyl}-2-methylcyclohexanecarboxylate), 1, O.[OH-].[Li+] (lithium hydroxide monohydrate). Run in [Cl-].[Na+].O (brine), C1CCOC1 (THF), O (water). Conditions: temperature 60 celsius, time 8 hour. Yields the product FC(C1=NC(=NC=C1)NC=1C=C(C=C(C1)C)C=1C=NC(=NC1)C(C)C1C[C@@H]([C@@H](CC1)C(=O)O)C)F (rel-(1R,2S)-4-{1-[5-(3-{[4-(difluoromethyl)pyrimidin-2-yl]amino}-5-methylphenyl)pyrimidin-2-yl]ethyl}-2-methylcyclohexanecarboxylic acid). Reaction SMILES: [F:1][CH:2]([F:37])[C:3]1[CH:8]=[CH:7][N:6]=[C:5]([NH:9][C:10]2[CH:11]=[C:12]([C:17]3[CH:18]=[N:19][C:20]([CH:23]([CH:25]4[CH2:30][CH2:29][C@@H:28]([C:31]([O:33]CC)=[O:32])[C@@H:27]([CH3:36])[CH2:26]4)[CH3:24])=[N:21][CH:22]=3)[CH:13]=[C:14]([CH3:16])[CH:15]=2)[N:4]=1.O.[OH-].[Li+].Cl>C1COCC1.O.[Cl-].[Na+].O>[F:37][CH:2]([F:1])[C:3]1[CH:8]=[CH:7][N:6]=[C:5]([NH:9][C:10]2[CH:11]=[C:12]([C:17]3[CH:22]=[N:21][C:20]([CH:23]([CH:25]4[CH2:30][CH2:29][C@@H:28]([C:31]([OH:33])=[O:32])[C@@H:27]([CH3:36])[CH2:26]4)[CH3:24])=[N:19][CH:18]=3)[CH:13]=[C:14]([CH3:16])[CH:15]=2)[N:4]=1 |f:1.2.3,7.8.9|. Reported procedure: To a solution of ethyl rel-(1R,2S)-4-{1-[5-(3-{[4-(difluoromethyl)pyrimidin-2-yl]amino}-5-methylphenyl)pyrimidin-2-yl]ethyl}-2-methylcyclohexanecarboxylate, isomer 1 (22 mg, 0.044 mmol) in THF (2 mL) and water (0.5 mL) was added lithium hydroxide monohydrate (5.0 mg, 0.13 mmol). The reaction mixture was stirred for 8 hours at 60° C. and then cooled to room temperature. The pH of the mixture was adjusted to pH 2 by adding aqueous hydrochloric acid, and then the mixture was diluted with brine and ...